This data is from the Open Reaction Database (ORD), a public repository of structured organic reaction records. The task is: describe an organic reaction: reactants, conditions, products, and yield Reactants: C(C)(=O)O[BH-](OC(C)=O)OC(C)=O.[Na+] (sodium triacetoxyborohydride), C(C)(C)(C)OC(=O)N1CCC(CC1)=O (4-oxo-piperidine-1-carboxylic acid tert-butyl ester), C(C)(=O)O (acetic acid), ClC1=C(N)C=CC=C1 (2-chloroaniline). Run in ClCCCl (1,2-dichloroethane). Reaction conditions: time 16 hour. Product: C(C)(C)(C)OC(=O)N1CCC(CC1)NC1=C(C=CC=C1)Cl (4-(2-chloro-phenylamino)-piperidine-1-carboxylic acid tert-butyl ester). The yield is 79.1%. Reaction SMILES: [C:1]([O:5][C:6]([N:8]1[CH2:13][CH2:12][C:11](=O)[CH2:10][CH2:9]1)=[O:7])([CH3:4])([CH3:3])[CH3:2].[Cl:15][C:16]1[CH:22]=[CH:21][CH:20]=[CH:19][C:17]=1[NH2:18].C(O)(=O)C.C(O[BH-](OC(=O)C)OC(=O)C)(=O)C.[Na+]>ClCCCl>[C:1]([O:5][C:6]([N:8]1[CH2:13][CH2:12][CH:11]([NH:18][C:17]2[CH:19]=[CH:20][CH:21]=[CH:22][C:16]=2[Cl:15])[CH2:10][CH2:9]1)=[O:7])([CH3:4])([CH3:3])[CH3:2] |f:3.4|. Procedure: To a stirred solution of 4-oxo-piperidine-1-carboxylic acid tert-butyl ester (0.5 g, 0.0025 mole) in dry 1,2-dichloroethane (5 mL) (under an atmosphere of nitrogen for 10 minutes) was added, 2-chloroaniline (0.352 g, 0.0027 mole), acetic acid (0.125 g, 0.00209 mole) and sodium triacetoxyborohydride (0.442 g, 0.00209 mole). The resulting mixture was stirred at ambient temperature for 16 hours. The reaction mixture was quenched in cold aqueous 1N NaOH solution and the product was extracted with di... Reactants: [N+](=[N-])=CC (diazoethane), OC(CCN1C(S(CC1=O)=O)CCCCCCC(=O)O)COCCC (7-[3-(3-hydroxy-4-propoxybutyl)-1,4-dioxo-2-thiazolidinyl]heptanoic acid). Run in CCOCC (ether), CCOCC (ether). Reaction conditions: time 4 hour. The product is OC(CCN1C(S(CC1=O)=O)CCCCCCC(=O)OCC)COCCC (Ethyl 7-[3-(3-Hydroxy-4-propoxybutyl)-1,4-dioxo-2-thiazolidinyl]heptanoate). RXN SMILES: [N+](=[CH:3][CH3:4])=[N-].[OH:5][CH:6]([CH2:25][O:26][CH2:27][CH2:28][CH3:29])[CH2:7][CH2:8][N:9]1[C:13](=[O:14])[CH2:12][S:11](=[O:15])[CH:10]1[CH2:16][CH2:17][CH2:18][CH2:19][CH2:20][CH2:21][C:22]([OH:24])=[O:23]>CCOCC>[OH:5][CH:6]([CH2:25][O:26][CH2:27][CH2:28][CH3:29])[CH2:7][CH2:8][N:9]1[C:13](=[O:14])[CH2:12][S:11](=[O:15])[CH:10]1[CH2:16][CH2:17][CH2:18][CH2:19][CH2:20][CH2:21][C:22]([O:24][CH2:3][CH3:4])=[O:23]. Procedure: A solution of diazoethane (approximately 3.4 g., 0.06 mole) in ether (100 ml.) is slowly added to a solution of 7-[3-(3-hydroxy-4-propoxybutyl)-1,4-dioxo-2-thiazolidinyl]heptanoic acid (11.3 g., 0.03 mole) in ether (50 ml.) with stirring and cooling (0° to 5° C.). The resulting solution is allowed to warm to and stand at room temperature for 4 hours. After destroying excess diazoethane with acetic acid, the reaction solution is washed with 5% sodium bicarbonate solution and water, dried over sod... Reactants: C1(=CC=C(C=C1)C=O)C (p-tolualdehyde), CNCCNC (sym-dimethylethylenediamine). Solvent: C1=CC=CC=C1 (benzene), C1=CC=CC=C1 (benzene). Yields the product CN1C(N(CC1)C)C1=CC=C(C=C1)C (1,3-Dimethyl-2-(p-tolyl)imidazolidine). As a reaction SMILES: [C:1]1([CH3:9])[CH:6]=[CH:5][C:4]([CH:7]=O)=[CH:3][CH:2]=1.[CH3:10][NH:11][CH2:12][CH2:13][NH:14][CH3:15]>C1C=CC=CC=1>[CH3:10][N:11]1[CH2:12][CH2:13][N:14]([CH3:15])[CH:7]1[C:4]1[CH:5]=[CH:6][C:1]([CH3:9])=[CH:2][CH:3]=1. Reported procedure: Using the method of Birch and Dastur, Austral. J. Chem., 26, 1364 (1973), a solution of 48 g of p-tolualdehyde in 185 ml of benzene was added dropwise to a stirred solution of 25 g of sym-dimethylethylenediamine in 95 ml of benzene, and heated at 60° for 2 hrs. Evaporation and distillation at 52° (0.1 mm) afforded 48 g, identified by nmr. Starting materials: BrC=1C=CC(=NC1)CBr (5-bromo-2-bromomethylpyridine), C(CCC)C1=NNC(=N1)CCCC (3,5-dibutyl-1H-1,2,4-triazole), [H-].[Na+] (sodium hydride), [H][H] (hydrogen). Run in CN(C=O)C (DMF), CO (Methanol), CN(C=O)C (dimethylformamide). Run at temperature 3 celsius. Yields the product BrC=1C=CC(=NC1)CN1N=C(N=C1CCCC)CCCC (5-bromo-2-[(3,5-dibutyl-1H-1,2,4-triazol-1-yl)methyl]pyridine). Isolated yield 69.0%. Reaction SMILES: [CH2:1]([C:5]1[N:9]=[C:8]([CH2:10][CH2:11][CH2:12][CH3:13])[NH:7][N:6]=1)[CH2:2][CH2:3][CH3:4].[H-].[Na+].[H][H].[Br:18][C:19]1[CH:20]=[CH:21][C:22]([CH2:25]Br)=[N:23][CH:24]=1>CN(C)C=O.CO>[Br:18][C:19]1[CH:20]=[CH:21][C:22]([CH2:25][N:6]2[C:5]([CH2:1][CH2:2][CH2:3][CH3:4])=[N:9][C:8]([CH2:10][CH2:11][CH2:12][CH3:13])=[N:7]2)=[N:23][CH:24]=1 |f:1.2|. Procedure: Under nitrogen 3.19 g (18 mmol) of solid 3,5-dibutyl-1H-1,2,4-triazole from step 3 was added in small portions of 25 mmol of sodium hydride in 45 ml of dimethylformamide (DMF); stirring was continued until hydrogen evolution had ceased. The anion solution was cooled to 3° C. and treated with a solution of the crude 5-bromo-2-bromomethylpyridine from step 2 (17 mmol) in 20 ml of dry DMF. The reaction was allowed to warm to ambient temperature and stir overnight. Methanol (10 ml) was added to dest... Reactants: C(C)#N (acetonitrile), FC1=C(C(=C(C(=N1)F)F)F)F (pentafluoropyridine), C(C)(C)(C)N (t-butylamine). Solvent: C(Cl)(Cl)Cl (chloroform). The product is C(C)(C)(C)NC1=C(C(=NC(=C1F)F)F)F (4-(t-butylamino)-2,3,5,6-tetrafluoropyridine). Yield: 71.4%. Reaction SMILES: C(#N)C.[F:4][C:5]1[N:10]=[C:9]([F:11])[C:8]([F:12])=[C:7](F)[C:6]=1[F:14].[C:15]([NH2:19])([CH3:18])([CH3:17])[CH3:16]>C(Cl)(Cl)Cl>[C:15]([NH:19][C:7]1[C:8]([F:12])=[C:9]([F:11])[N:10]=[C:5]([F:4])[C:6]=1[F:14])([CH3:18])([CH3:17])[CH3:16]. Procedure: To 100 ml of acetonitrile was added 24.5 g of pentafluoropyridine, and the mixture was stirred in an ice bath simultaneously with the dropwise addition of 30 g of t-butylamine. When the mixture warmed to room temperature, 150 ml of chloroform was added, and the mixture was washed twice with 800 ml of distilled water. The chloroform layer was dried over anhydrous magnesium sulfate and concentrated under reduced pressure to obtain 23 g of the title compound as a pale yellow oil. The reactants are N (ammonia), ClC(=O)N1C2=C(NC(C3=C1C=CC=C3)=O)C=CC=N2 (11-(chlorocarbonyl)-5,11-dihydro-6H-pyrido[2,3-b][1,4]benzodiazepin-6-one), C(C)N(CCOCCC1CCNCC1)CC (4-[2-[2-(diethylamino)ethoxy]ethyl]piperidine), C1CCCCC1 (cyclohexane). The solvent is C(C)(=O)OCC.CO (ethyl acetate methanol). Yields the product C(C)N(CCOCCC1CCN(CC1)C(=O)N1C2=C(NC(C3=C1C=CC=C3)=O)C=CC=N2)CC (11-[[4-[2-[2-(Diethylamino)ethoxy]ethyl]-1-piperidinyl]carbonyl]-5,11-dihydro-6H-pyrido[2,3-b][1,4]benzodiazepin-6-one). The yield is 71.0%. Reaction SMILES: Cl[C:2]([N:4]1[C:10]2[CH:11]=[CH:12][CH:13]=[CH:14][C:9]=2[C:8](=[O:15])[NH:7][C:6]2[CH:16]=[CH:17][CH:18]=[N:19][C:5]1=2)=[O:3].[CH2:20]([N:22]([CH2:34][CH3:35])[CH2:23][CH2:24][O:25][CH2:26][CH2:27][CH:28]1[CH2:33][CH2:32][NH:31][CH2:30][CH2:29]1)[CH3:21].C1CCCCC1.N>C(OCC)(=O)C.CO>[CH2:34]([N:22]([CH2:20][CH3:21])[CH2:23][CH2:24][O:25][CH2:26][CH2:27][CH:28]1[CH2:33][CH2:32][N:31]([C:2]([N:4]2[C:10]3[CH:11]=[CH:12][CH:13]=[CH:14][C:9]=3[C:8](=[O:15])[NH:7][C:6]3[CH:16]=[CH:17][CH:18]=[N:19][C:5]2=3)=[O:3])[CH2:30][CH2:29]1)[CH3:35] |f:4.5|. Procedure details: Prepared analogously to Example 4 from 11-(chlorocarbonyl)-5,11-dihydro-6H-pyrido[2,3-b][1,4]benzodiazepin-6-one and 4-[2-[2-(diethylamino)ethoxy]ethyl]piperidine in a yield of 71% of theory. Colourless crystals, m.p. 119°-120° C. (cyclohexane), Rf 0.43 (Macherey-Nagel, Polygram® SIL G/UV254, pre-coated plastic sheets for TLC; eluant: ethyl acetate/methanol/conc. ammonia 100/30/3, v/v/v) The reactants are Cl.C1(CC1)COC1=C(C=C(C=C1)F)C1=C2C(=NC=C1)C(=C(N2)C)C(=O)NC2CCNCC2 (7-[2-(cyclopropylmethoxy)-5-fluorophenyl]-2-methyl-N-(piperidin-4-yl)-1H-pyrrolo[3,2-b]pyridine-3-carboxamide hydrochloride), C(C)(=O)O[C@H](C(=O)Cl)C ((2S)-1-chloro-1-oxopropan-2-yl acetate). Product: C1(CC1)COC1=C(C=C(C=C1)F)C1=C2C(=NC=C1)C(=C(N2)C)C(=O)NC2CCN(CC2)C([C@H](C)O)=O (7-[2-(Cyclopropylmethoxy)-5-fluorophenyl]-N-{1-[(2S)-2-hydroxypropanoyl]piperidin-4-yl}-2-methyl-1H-pyrrolo[3,2-b]pyridine-3-carboxamide). As a reaction SMILES: Cl.[CH:2]1([CH2:5][O:6][C:7]2[CH:12]=[CH:11][C:10]([F:13])=[CH:9][C:8]=2[C:14]2[CH:19]=[CH:18][N:17]=[C:16]3[C:20]([C:24]([NH:26][CH:27]4[CH2:32][CH2:31][NH:30][CH2:29][CH2:28]4)=[O:25])=[C:21]([CH3:23])[NH:22][C:15]=23)[CH2:4][CH2:3]1.C([O:36][C@@H:37]([CH3:41])[C:38](Cl)=[O:39])(=O)C>>[CH:2]1([CH2:5][O:6][C:7]2[CH:12]=[CH:11][C:10]([F:13])=[CH:9][C:8]=2[C:14]2[CH:19]=[CH:18][N:17]=[C:16]3[C:20]([C:24]([NH:26][CH:27]4[CH2:28][CH2:29][N:30]([C:38](=[O:39])[C@@H:37]([OH:36])[CH3:41])[CH2:31][CH2:32]4)=[O:25])=[C:21]([CH3:23])[NH:22][C:15]=23)[CH2:4][CH2:3]1 |f:0.1|. Reported procedure: Starting from 7-[2-(cyclopropylmethoxy)-5-fluorophenyl]-2-methyl-N-(piperidin-4-yl)-1H-pyrrolo[3,2-b]pyridine-3-carboxamide hydrochloride (example D.f7) and commercially available (2S)-1-chloro-1-oxopropan-2-yl acetate the title compound is obtained as colorless solid. Starting materials: ClC(CC1=CC=CC=C1)C1=CC=C(C=C1)C1=NC=C2C=3N1CCC3NC(C=C2)=O (1-[4-(1-Chloro-2-phenyl-ethyl)-phenyl]-8,9-dihydro-7H-2,7,9a-triaza-benzo[cd]azulen-6-one), N1CCCC1 (pyrrolidine). The solvent is C(Cl)(Cl)Cl (chloroform). Yields the product C1(=CC=CC=C1)CC(N1CCCC1)C1=CC=C(C=C1)C1=NC=C2C=3N1CCC3NC(C=C2)=O (1-[4-(2-Phenyl-1-pyrrolidin-1-yl-ethyl)-phenyl]-8,9-dihydro-7H-2,7,9a-triaza-benzo[cd]azulen-6-one). As a reaction SMILES: Cl[CH:2]([C:10]1[CH:15]=[CH:14][C:13]([C:16]2[N:21]3[CH2:22][CH2:23][C:24]4[NH:25][C:26](=[O:29])[CH:27]=[CH:28][C:19]([C:20]=43)=[CH:18][N:17]=2)=[CH:12][CH:11]=1)[CH2:3][C:4]1[CH:9]=[CH:8][CH:7]=[CH:6][CH:5]=1.[NH:30]1[CH2:34][CH2:33][CH2:32][CH2:31]1>C(Cl)(Cl)Cl>[C:4]1([CH2:3][CH:2]([C:10]2[CH:15]=[CH:14][C:13]([C:16]3[N:21]4[CH2:22][CH2:23][C:24]5[NH:25][C:26](=[O:29])[CH:27]=[CH:28][C:19]([C:20]=54)=[CH:18][N:17]=3)=[CH:12][CH:11]=2)[N:30]2[CH2:34][CH2:33][CH2:32][CH2:31]2)[CH:9]=[CH:8][CH:7]=[CH:6][CH:5]=1. Reported procedure: This compound was prepared from intermediate 247b and pyrrolidine according to the procedure described in Example 245, with the exception of chloroform as solvent. Received 40 mg (11%). Starting materials: CCN(C(C)C)C(C)C, COCCl, ClCCl, Cl, O=Cc1ccc(F)c(O)c1. Yields the product COCOc1cc(C=O)ccc1F. RXN SMILES: [CH:11]([N:12]([CH2:13][CH3:14])[CH:15]([CH3:16])[CH3:17])([CH3:18])[CH3:19].[Cl:20][CH2:21][O:22][CH3:23].[Cl:25][CH2:26][Cl:27].[ClH:24].[F:1][c:2]1[c:3]([OH:10])[cH:4][c:5]([CH:6]=[O:7])[cH:8][cH:9]1>>[F:1][c:2]1[c:3]([O:10][CH2:21][O:22][CH3:23])[cH:4][c:5]([CH:6]=[O:7])[cH:8][cH:9]1. The reactants are CSCCCl (2-Chloroethyl methyl sulphide), OC1=C(C=C2C(=NC=NC2=C1)OC1=CC=CC=C1)OC (7-hydroxy-6-methoxy-4-phenoxyquinazoline), C([O-])([O-])=O.[K+].[K+] (potassium carbonate). The solvent is CN(C)C=O (DMF). Reaction conditions: temperature 110 celsius. The product is COC=1C=C2C(=NC=NC2=CC1OCCSC)OC1=CC=CC=C1 (6-methoxy-7-(2-methylthioethoxy)4-phenoxyquinazoline). The yield is 53.9%. Reaction SMILES: [CH3:1][S:2][CH2:3][CH2:4]Cl.[OH:6][C:7]1[CH:16]=[C:15]2[C:10]([C:11]([O:17][C:18]3[CH:23]=[CH:22][CH:21]=[CH:20][CH:19]=3)=[N:12][CH:13]=[N:14]2)=[CH:9][C:8]=1[O:24][CH3:25].C(=O)([O-])[O-].[K+].[K+]>CN(C=O)C>[CH3:25][O:24][C:8]1[CH:9]=[C:10]2[C:15](=[CH:16][C:7]=1[O:6][CH2:4][CH2:3][S:2][CH3:1])[N:14]=[CH:13][N:12]=[C:11]2[O:17][C:18]1[CH:19]=[CH:20][CH:21]=[CH:22][CH:23]=1 |f:2.3.4|. Reported procedure: 2-Chloroethyl methyl sulphide (1.2 g, 10.9 mmol) was added to 7-hydroxy-6-methoxy-4-phenoxyquinazoline (2.25 g, 8.4 mmol), (prepared as described for the starting material in Example 16), and potassium carbonate (6.0 g, 43.4 mmol) in DMF (70 ml). The mixture was heated at 110° C. for 4 hours and allowed to cool. The mixture was filtered, and the volatiles were removed from the filtrate by evaporation. The residue was purified by column chromatography eluting with methylene chloride/methanol (96/...